Dataset: the Open Reaction Database (ORD), a public repository of structured organic reaction records. Task: describe an organic reaction: reactants, conditions, products, and yield Reactants: COC(=O)C1=CC=C(O1)CN1CCN(CC1)C(=O)OC(C)(C)C (Tert-butyl 4-((5-(methoxycarbonyl)furan-2-yl)methyl)piperazine-1-carboxylate), [OH-].[Na+] (sodium hydroxide). Product: C(C)(C)(C)OC(=O)N1CCN(CC1)CC1=CC=C(O1)C(=O)[O-].[Na+] (Sodium 5-((4-(tert-butoxycarbonyl)piperazin-1-yl)methyl)furan-2-carboxylate). Isolated yield 89.7%. As a reaction SMILES: C[O:2][C:3]([C:5]1[O:9][C:8]([CH2:10][N:11]2[CH2:16][CH2:15][N:14]([C:17]([O:19][C:20]([CH3:23])([CH3:22])[CH3:21])=[O:18])[CH2:13][CH2:12]2)=[CH:7][CH:6]=1)=[O:4].[OH-].[Na+:25]>>[C:20]([O:19][C:17]([N:14]1[CH2:15][CH2:16][N:11]([CH2:10][C:8]2[O:9][C:5]([C:3]([O-:4])=[O:2])=[CH:6][CH:7]=2)[CH2:12][CH2:13]1)=[O:18])([CH3:23])([CH3:21])[CH3:22].[Na+:25] |f:1.2,3.4|. Procedure details: Tert-butyl 4-((5-(methoxycarbonyl)furan-2-yl)methyl)piperazine-1-carboxylate (4.99 g, 15.39 mmol) and sodium hydroxide (0.616 g, 15.39 mmol) were combined and stirred at reflux for 3 hours. The reaction was concentrated under reduced pressure to give the title compound (4.59 g). MS (ESI) m/z 311.4 [M+H]+ The reactants are CC(C)(C)C(=O)O, CC(c1ccc(Br)cc1)N1CCC(CC(C)(C)N)(c2ccccc2)OC1=O. The product is CC(c1ccc(Br)cc1)N1CCC(CC(C)(C)NC(=O)C(C)(C)C)(c2ccccc2)OC1=O. As a reaction SMILES: [CH3:28][C:29]([CH3:30])([CH3:31])[C:32]([OH:33])=[O:34].[NH2:1][C:2]([CH2:3][C:4]1([c:20]2[cH:21][cH:22][cH:23][cH:24][cH:25]2)[CH2:5][CH2:6][N:7]([CH:11]([CH3:12])[c:13]2[cH:14][cH:15][c:16]([Br:19])[cH:17][cH:18]2)[C:8](=[O:10])[O:9]1)([CH3:26])[CH3:27]>>[NH:1]([C:2]([CH2:3][C:4]1([c:20]2[cH:21][cH:22][cH:23][cH:24][cH:25]2)[CH2:5][CH2:6][N:7]([CH:11]([CH3:12])[c:13]2[cH:14][cH:15][c:16]([Br:19])[cH:17][cH:18]2)[C:8](=[O:10])[O:9]1)([CH3:26])[CH3:27])[C:32]([C:29]([CH3:28])([CH3:30])[CH3:31])=[O:33].